This data is from the Open Reaction Database (ORD), a public repository of structured organic reaction records. The task is: describe an organic reaction: reactants, conditions, products, and yield Run in N1=CC=CC=C1 (pyridine). The product is C(C)(=O)N1N=CN(C1=O)N=CC=1C=NC=CC1 (2-Acetyl-4-(pyridin-3-ylmethyleneamino)-1,2,4-triazol-3-one). Conditions: time 14 hour. Starting materials: C(C)(=O)Cl (acetyl chloride), N1=CC(=CC=C1)C=NN1C(NN=C1)=O (4-(pyridin-3-ylmethyleneamino)-1,2,4-triazol-3-one). RXN SMILES: [C:1](Cl)(=[O:3])[CH3:2].[N:5]1[CH:10]=[CH:9][CH:8]=[C:7]([CH:11]=[N:12][N:13]2[CH:17]=[N:16][NH:15][C:14]2=[O:18])[CH:6]=1>N1C=CC=CC=1>[C:1]([N:15]1[C:14](=[O:18])[N:13]([N:12]=[CH:11][C:7]2[CH:6]=[N:5][CH:10]=[CH:9][CH:8]=2)[CH:17]=[N:16]1)(=[O:3])[CH3:2]. Procedure: 2.4 g of acetyl chloride are added to a suspension of 3.8 g of 4-(pyridin-3-ylmethyleneamino)-1,2,4-triazol-3-one in 50 ml of pyridine. The resulting solution is stirred for 14 hours at 20° and then concentrated by evaporation. Water is added to the residue and extraction is carried out with chloroform. The organic phase is concentrated by evaporation and the residue is stirred with ether. The crystals are filtered off with suction and then dried under a high vacuum. 4 g of the title compound ha...